Dataset: the Open Reaction Database (ORD), a public repository of structured organic reaction records. Task: describe an organic reaction: reactants, conditions, products, and yield Reactants: CN(C)c1cccc2c(S(=O)(=O)Cl)cccc12, CN(C)c1ccncc1, ClCCl, Nc1ccc(Cl)nc1, c1ccncc1. The product is CN(C)c1cccc2c(S(=O)(=O)Nc3ccc(Cl)nc3)cccc12. As a reaction SMILES: [CH3:1][N:2]([c:3]1[c:4]2[cH:5][cH:6][cH:7][c:8]([S:13](=[O:14])(=[O:15])[Cl:16])[c:9]2[cH:10][cH:11][cH:12]1)[CH3:17].[CH3:32][N:33]([CH3:34])[c:35]1[cH:36][cH:37][n:38][cH:39][cH:40]1.[Cl:41][CH2:42][Cl:43].[NH2:18][c:19]1[cH:20][cH:21][c:22]([Cl:25])[n:23][cH:24]1.[cH:26]1[cH:27][cH:28][n:29][cH:30][cH:31]1>>[CH3:1][N:2]([c:3]1[c:4]2[cH:5][cH:6][cH:7][c:8]([S:13](=[O:14])(=[O:15])[NH:18][c:19]3[cH:20][cH:21][c:22]([Cl:25])[n:23][cH:24]3)[c:9]2[cH:10][cH:11][cH:12]1)[CH3:17]. Starting materials: O=C1Nc2cccc(Br)c2C1(CO)c1cc2c(cc1O)OCC2, CCCCP(CCCC)CCCC, CCOCC, CCOC(C)=O, CC(C)(C)OC(=O)N=NC(=O)OC(C)(C)C. Product: O=C1Nc2cccc(Br)c2C12COc1cc3c(cc12)CCO3. RXN SMILES: [Br:1][c:2]1[c:3]2[c:7]([cH:8][cH:9][cH:10]1)[NH:6][C:5](=[O:11])[C:4]2([CH2:12][OH:13])[c:14]1[c:15]([OH:23])[cH:16][c:17]2[c:18]([cH:22]1)[CH2:19][CH2:20][O:21]2.[CH2:24]([P:25]([CH2:26][CH2:27][CH2:28][CH3:29])[CH2:30][CH2:31][CH2:32][CH3:33])[CH2:34][CH2:35][CH3:36].[CH3:53][CH2:54][O:55][CH2:56][CH3:57].[CH3:58][CH2:59][O:60][C:61](=[O:62])[CH3:63].[N:37]([C:38]([O:39][C:40]([CH3:41])([CH3:42])[CH3:43])=[O:44])=[N:45][C:46]([O:47][C:48]([CH3:49])([CH3:50])[CH3:51])=[O:52]>>[Br:1][c:2]1[c:3]2[c:7]([cH:8][cH:9][cH:10]1)[NH:6][C:5](=[O:11])[C:4]21[CH2:12][O:13][c:15]2[c:14]1[cH:22][c:18]1[c:17]([cH:16]2)[O:21][CH2:20][CH2:19]1.